From a dataset of the Open Reaction Database (ORD), a public repository of structured organic reaction records. describe an organic reaction: reactants, conditions, products, and yield The reactants are CC1(COCOC1)C(C(CC1=CC=C(C=C1)Cl)N1N=CN=C1)O (1-(5-methyl-1,3-dioxan-5-yl)-2-(1,2,4-triazol-1-yl)-3-(4-chlorophenyl)-propan-1-ol), ClCCC (1-chloropropane), [OH-].[Na+] (sodium hydroxide). The reagents and catalysts are S([O-])(O)(=O)=O.C(CCC)[N+](CCCC)(CCCC)CCCC (tetrabutylammonium bisulfate). Run in O (water). Run at temperature 30 celsius. The product is CC1(COCOC1)C(C(CC1=CC=C(C=C1)Cl)N1N=CN=C1)OCCC (1-(5-methyl-1,3-dioxan-5-yl)-1-n-propoxy-2-(1,2,4-triazol-1-yl)-3-(4-chlorophenyl)-propane). The yield is 70.2%. As a reaction SMILES: [CH3:1][C:2]1([CH:8]([OH:23])[CH:9]([N:18]2[CH:22]=[N:21][CH:20]=[N:19]2)[CH2:10][C:11]2[CH:16]=[CH:15][C:14]([Cl:17])=[CH:13][CH:12]=2)[CH2:7][O:6][CH2:5][O:4][CH2:3]1.Cl[CH2:25][CH2:26][CH3:27].[OH-].[Na+]>S(=O)(=O)(O)[O-].C([N+](CCCC)(CCCC)CCCC)CCC.O>[CH3:1][C:2]1([CH:8]([O:23][CH2:25][CH2:26][CH3:27])[CH:9]([N:18]2[CH:22]=[N:21][CH:20]=[N:19]2)[CH2:10][C:11]2[CH:12]=[CH:13][C:14]([Cl:17])=[CH:15][CH:16]=2)[CH2:3][O:4][CH2:5][O:6][CH2:7]1 |f:2.3,4.5|. Procedure: A mixture of 15.2 g (0.045 mole) of 1-(5-methyl-1,3-dioxan-5-yl)-2-(1,2,4-triazol-1-yl)-3-(4-chlorophenyl)-propan-1-ol, 100 g of 1-chloropropane, 3 g of tetrabutylammonium bisulfate and 65 g of 50% strength sodium hydroxide solution is heated for 36 hours at 30° C., with vigorous stirring. 300 ml of water are then added and the batch is extracted with twice 150 ml of methylene chloride. The combined extracts are extracted by shaking with eight time 100 ml of water, dried over magnesium sulfate a... The reactants are C1CCOC1, CON, CC(=O)[O-], Cl, CSc1cc(F)ccc1C=O, [Na+], O. Product: CON=Cc1ccc(F)cc1SC. Reaction SMILES: [CH2:22]1[O:23][CH2:24][CH2:25][CH2:26]1.[CH3:13][O:14][NH2:15].[CH3:17][C:18](=[O:19])[O-:20].[ClH:12].[F:1][c:2]1[cH:3][c:4]([S:10][CH3:11])[c:5]([CH:6]=[O:7])[cH:8][cH:9]1.[Na+:16].[OH2:21]>>[F:1][c:2]1[cH:3][c:4]([S:10][CH3:11])[c:5]([CH:6]=[N:15][O:14][CH3:13])[cH:8][cH:9]1. Reactants: FC=1C=C(C=CC1[N+](=O)[O-])N1CCOCC1 (4-(3-Fluoro-4-nitrophenyl)morpholine), FC1=C(C=CC(=C1)F)[N+](=O)[O-] (2,4-difluoronitrobenzene), N1CCOCC1 (morpholine). Run in C1CCOC1 (THF). The product is FC1=CC(=C(C=C1)[N+](=O)[O-])N1CCOCC1 (4-fluoro-2-morpholinonitrobenzene), 55a. Yield: 8.0%. RXN SMILES: [F:1][C:2]1[CH:3]=[C:4]([N:11]2[CH2:16][CH2:15][O:14][CH2:13][CH2:12]2)[CH:5]=[CH:6][C:7]=1[N+]([O-])=O.FC1C=C(F)C=CC=1[N+:25]([O-:27])=[O:26].N1CCOCC1>C1COCC1>[F:1][C:2]1[CH:7]=[CH:6][C:5]([N+:25]([O-:27])=[O:26])=[C:4]([N:11]2[CH2:12][CH2:13][O:14][CH2:15][CH2:16]2)[CH:3]=1. Procedure details: 4-(3-Fluoro-4-nitrophenyl)morpholine: A solution of 2,4-difluoronitrobenzene (10.0 mL, 91 mmol) and morpholine (17.4 mL, 200 mmol) in THF (100 mL) was stirred at RT under nitrogen for 2 h. The solvent was removed and the residue was partitioned between EtOAc and water. The organic layer was washed brine, dried over MgSO4, and concentrated. The resulting solid was purified by SiO2 chromatography with 20-50% EtOAc in hexane to give 4-fluoro-2-morpholinonitrobenzene (18.1 g) and 55a (1.81 g, 8% yie... Reactants: CC(C)(C)OC(=O)N1CCCC1CO, C1CCOC1, CCOC(=O)N=NC(=O)OCC, CCOC(=O)c1ccc(O)cc1, c1ccc(P(c2ccccc2)c2ccccc2)cc1. The product is CCOC(=O)c1ccc(OCC2CCCN2C(=O)OC(C)(C)C)cc1. Reaction SMILES: [C:1](=[O:2])([O:3][C:4]([CH3:5])([CH3:6])[CH3:7])[N:8]1[CH:9]([CH2:10][OH:11])[CH2:12][CH2:13][CH2:14]1.[CH2:58]1[O:59][CH2:60][CH2:61][CH2:62]1.[O:46]=[C:47]([O:48][CH2:49][CH3:50])[N:51]=[N:52][C:53]([O:54][CH2:55][CH3:56])=[O:57].[OH:15][c:16]1[cH:17][cH:18][c:19]([C:20](=[O:21])[O:22][CH2:23][CH3:24])[cH:25][cH:26]1.[c:27]1([P:28]([c:29]2[cH:30][cH:31][cH:32][cH:33][cH:34]2)[c:35]2[cH:36][cH:37][cH:38][cH:39][cH:40]2)[cH:41][cH:42][cH:43][cH:44][cH:45]1>>[C:1](=[O:2])([O:3][C:4]([CH3:5])([CH3:6])[CH3:7])[N:8]1[CH:9]([CH2:10][O:11][c:16]2[cH:17][cH:18][c:19]([C:20](=[O:21])[O:22][CH2:23][CH3:24])[cH:25][cH:26]2)[CH2:12][CH2:13][CH2:14]1. Starting materials: Brc1c(-c2ccccc2)nc2n1-c1cccnc1Nc1ccccc1-2, O=C([O-])O, CCO, CC(C)(C)OC(=O)NC1(c2ccc(B3OC(C)(C)C(C)(C)O3)cc2)CCC1, Cc1ccccc1, [Na+]. Product: CC(C)(C)OC(=O)NC1(c2ccc(-c3c(-c4ccccc4)nc4n3-c3cccnc3Nc3ccccc3-4)cc2)CCC1. As a reaction SMILES: [Br:1][c:2]1[c:3](-[c:20]2[cH:21][cH:22][cH:23][cH:24][cH:25]2)[n:4][c:5]2[n:6]1-[c:7]1[c:8]([n:16][cH:17][cH:18][cH:19]1)[NH:9][c:10]1[c:11]-2[cH:12][cH:13][cH:14][cH:15]1.[C:29](=[O:30])([OH:31])[O-:32].[CH3:26][CH2:27][OH:28].[CH3:34][C:35]1([CH3:36])[C:37]([CH3:38])([CH3:39])[O:40][B:41]([c:42]2[cH:43][cH:44][c:45]([C:48]3([NH:52][C:53]([O:54][C:55]([CH3:56])([CH3:57])[CH3:58])=[O:59])[CH2:49][CH2:50][CH2:51]3)[cH:46][cH:47]2)[O:60]1.[CH3:61][c:62]1[cH:63][cH:64][cH:65][cH:66][cH:67]1.[Na+:33]>>[c:2]1(-[c:42]2[cH:43][cH:44][c:45]([C:48]3([NH:52][C:53]([O:54][C:55]([CH3:56])([CH3:57])[CH3:58])=[O:59])[CH2:49][CH2:50][CH2:51]3)[cH:46][cH:47]2)[c:3](-[c:20]2[cH:21][cH:22][cH:23][cH:24][cH:25]2)[n:4][c:5]2[n:6]1-[c:7]1[c:8]([n:16][cH:17][cH:18][cH:19]1)[NH:9][c:10]1[c:11]-2[cH:12][cH:13][cH:14][cH:15]1. As a reaction SMILES: N(C(OCC)=O)=NC(OCC)=O.[C:13]1([CH2:19][CH2:20][CH2:21][CH2:22][C:23]2[CH:28]=[CH:27][CH:26]=[CH:25][C:24]=2[OH:29])[CH:18]=[CH:17][CH:16]=[CH:15][CH:14]=1.O[CH2:31][CH2:32][CH:33]1[CH2:37][CH2:36][CH2:35][N:34]1[CH3:38].C1(P(C2C=CC=CC=2)C2C=CC=CC=2)C=CC=CC=1>C(Cl)Cl>[CH3:38][N:34]1[CH2:35][CH2:36][CH2:37][CH:33]1[CH2:32][CH2:31][O:29][C:24]1[CH:25]=[CH:26][CH:27]=[CH:28][C:23]=1[CH2:22][CH2:21][CH2:20][CH2:19][C:13]1[CH:14]=[CH:15][CH:16]=[CH:17][CH:18]=1. Reported procedure: 522 mg of diethyl azodicarboxylate were added, whilst ice-cooling and stirring, to a solution of 226 mg of 2-(4-phenylbutyl)phenol (prepared as described in Preparation 3), 390 mg of 2-(2-hydroxyethyl)-1-methylpyrrolidine and 790 mg of triphenylphosphine in 40 ml of methylene chloride, and the resulting mixture was stirred at room temperature for 14 hours. At the end of this time, the reaction mixture was concentrated by evaporation under reduced pressure, and the resulting residue was partition... The yield is 38.6%. Run in C(Cl)Cl (methylene chloride). Starting materials: N(=NC(=O)OCC)C(=O)OCC (diethyl azodicarboxylate), C1(=CC=CC=C1)CCCCC1=C(C=CC=C1)O (2-(4-phenylbutyl)phenol), OCCC1N(CCC1)C (2-(2-hydroxyethyl)-1-methylpyrrolidine), C1(=CC=CC=C1)P(C1=CC=CC=C1)C1=CC=CC=C1 (triphenylphosphine). Product: CN1C(CCC1)CCOC1=C(C=CC=C1)CCCCC1=CC=CC=C1 (1-Methyl-2-{2-[2-(4-phenylbutyl)phenoxy]ethyl}pyrrolidine). Reaction conditions: time 14 hour.